The task is: describe an organic reaction: reactants, conditions, products, and yield. This data is from the Open Reaction Database (ORD), a public repository of structured organic reaction records. Reactants: C(C1=CC=CC=C1)(=O)N (benzamide), O.OC1=CC=CC=2NN=NC21 (HOBt), FC=1C=C(C(C(=O)O)=CC1F)N (4,5-difluoro anthranilic acid), O.OC1=CC=CC=2NN=NC21 (hydroxybenzotriazole hydrate), C(C)(C)N(CC)C(C)C (diisopropylethyl amine), FC1=CC=C(C=C1)CCN (4-fluorophenylethyl amine), CCN=C=NCCCN(C)C.Cl (EDCl). The solvent is hexanes, CCOC(=O)C (EtOAc), C1CCOC1 (THF). Reaction conditions: time 16 hour. The product is NC1=C(C=C(C(=C1)F)F)C(=O)NCCC1=CC=C(C=C1)F ((2-amino-4,5-difluorophenyl)-N-[2-(4-fluorophenyl)ethyl]-carboxamide). RXN SMILES: [F:1][C:2]1[CH:3]=[C:4]([NH2:12])[C:5](=[CH:9][C:10]=1[F:11])[C:6]([OH:8])=O.O.OC1C2N=NNC=2C=CC=1.C(N(C(C)C)CC)(C)C.[F:33][C:34]1[CH:39]=[CH:38][C:37]([CH2:40][CH2:41][NH2:42])=[CH:36][CH:35]=1.CCN=C=NCCCN(C)C.Cl.C(N)(=O)C1C=CC=CC=1>C1COCC1.CCOC(C)=O>[NH2:12][C:4]1[CH:3]=[C:2]([F:1])[C:10]([F:11])=[CH:9][C:5]=1[C:6]([NH:42][CH2:41][CH2:40][C:37]1[CH:38]=[CH:39][C:34]([F:33])=[CH:35][CH:36]=1)=[O:8] |f:1.2,5.6|. Procedure details: To a stirred solution of 4,5-difluoro anthranilic acid (2.0 g, 11.6 mmol) in anhydrous THF (30 mL) was added hydroxybenzotriazole hydrate (HOBt) (1.56 g, 11.6 mmol), diisopropylethyl amine (2.01 mL, 11.6. mmol), and 4-fluorophenylethyl amine (1.52 mL, 11.6 mmol). After all of the HOBt had completely dissolved, EDCl (2.21 g, 11.6 mmol) was added and the resulting orange solution was stirred at room temperature for 16 hours. The solvent was removed, and the residue was chromatographed on silica el...